The task is: describe an organic reaction: reactants, conditions, products, and yield. This data is from the Open Reaction Database (ORD), a public repository of structured organic reaction records. Starting materials: C(C)(C)(C)OC(=O)N1CCC(CC1)OC=1C=C2C=CN(C(C2=CC1Br)=O)CC1=CC=C(C=C1)OC (4-[7-Bromo-2-(4-methoxy-benzyl)-1-oxo-1,2-dihydro-isoquinolin-6-yloxy]-piperidine-1-carboxylic acid tert-butyl ester). Run in FC(C(=O)O)(F)F (trifluoroacetic acid). Conditions: temperature 140 celsius, time 2 hour. The product is BrC1=C(C=C2C=CNC(C2=C1)=O)OC1CCNCC1 (7-Bromo-6-(piperidin-4-yloxy)-2H-isoquinolin-1-one), HCl-salt. RXN SMILES: C(OC([N:8]1[CH2:13][CH2:12][CH:11]([O:14][C:15]2[CH:16]=[C:17]3[C:22](=[CH:23][C:24]=2[Br:25])[C:21](=[O:26])[N:20](CC2C=CC(OC)=CC=2)[CH:19]=[CH:18]3)[CH2:10][CH2:9]1)=O)(C)(C)C>FC(F)(F)C(O)=O>[Br:25][C:24]1[CH:23]=[C:22]2[C:17]([CH:18]=[CH:19][NH:20][C:21]2=[O:26])=[CH:16][C:15]=1[O:14][CH:11]1[CH2:12][CH2:13][NH:8][CH2:9][CH2:10]1. Reported procedure: 182 mg 4-[7-bromo-2-(4-methoxy-benzyl)-1-oxo-1,2-dihydro-isoquinolin-6-yloxy]-piperidine-1-carboxylic acid tert-butyl ester (314) were dissolved in 5 mL of trifluoroacetic acid. After 2 h at room temperature, the mixture was heated at 140° C. in a microwave for 2 h. The solvent was removed i. vac. and the residue was dissolved 2 N HCl. The aqueous solution was washed twice with dichloromethane and the organic layers were extracted with 2 N HCl. The combined aqueous solutions were evaporated i. v... Starting materials: ClC1CCC(CC1)NC1=CC=C(C=2C(C3=CC=C(C=C3C(C12)=O)[N+](=O)[O-])=O)Br (1-(p-chlorocyclohexylamino)-4-bromo-7-nitroanthraquinone), C(CCC)N (n-butylamine), C(C)(=O)[O-] (acetate), [Cl-] (chloride). The reagents and catalysts are [Cu] (copper). Solvent: COCCO (ethylene glycol monomethyl ether). Yields the product ClC1CCC(CC1)NC1=CC=C(C=2C(C3=CC=C(C=C3C(C12)=O)[N+](=O)[O-])=O)NCCCC (1-(p-chlorocyclohexylamino)-4-butylamino-7-nitroanthraquinone). Reaction SMILES: [Cl:1][CH:2]1[CH2:7][CH2:6][CH:5]([NH:8][C:9]2[C:22]3[C:21](=[O:23])[C:20]4[C:15](=[CH:16][CH:17]=[C:18]([N+:24]([O-:26])=[O:25])[CH:19]=4)[C:14](=[O:27])[C:13]=3[C:12](Br)=[CH:11][CH:10]=2)[CH2:4][CH2:3]1.[CH2:29]([NH2:33])[CH2:30][CH2:31][CH3:32].C([O-])(=O)C.[Cl-]>COCCO.[Cu]>[Cl:1][CH:2]1[CH2:7][CH2:6][CH:5]([NH:8][C:9]2[C:22]3[C:21](=[O:23])[C:20]4[C:15](=[CH:16][CH:17]=[C:18]([N+:24]([O-:26])=[O:25])[CH:19]=4)[C:14](=[O:27])[C:13]=3[C:12]([NH:33][CH2:29][CH2:30][CH2:31][CH3:32])=[CH:11][CH:10]=2)[CH2:4][CH2:3]1. Reported procedure: 10 g of 1-(p-chlorocyclohexylamino)-4-bromo-7-nitroanthraquinone, 60 ml of n-butylamine, 2.5 g of K acetate, 50 mg of copperI chloride and a trace of copper are heated under reflux until only a little starting material remains detectable in a sample. The mixture is diluted with 35 ml of ethylene glycol monomethyl ether and the product is filtered off and washed with methanol and water. 6.5 g of 1-(p-chlorocyclohexylamino)-4-butylamino-7-nitroanthraquinone are obtained. The reactants are C([O-])(O)=O.[Na+] (sodium bicarbonate), α-sulfo-acylamido-3-halo-cephem, S(=O)(=O)(O)C(C(=O)Cl)C1=CC=CC=C1 (α-sulfophenylacetyl chloride), ( 11 ), NC1[C@@H]2N(C(=C(CS2)Cl)C(=O)O)C1=O (7-amino-3-chloro-3-cephem-4-carboxylic acid). The solvent is O (water), CC(=O)C (acetone). The product is S(=O)(=O)(O)C(C(=O)NC1[C@@H]2N(C(=C(CS2)Cl)C(=O)O)C1=O)C1=CC=CC=C1 (7-(α-sulfophenylacetamido)-3-chloro-3-cephem-4-carboxylic acid). RXN SMILES: [NH2:1][CH:2]1[C:13](=[O:14])[N:4]2[C:5]([C:10]([OH:12])=[O:11])=[C:6]([Cl:9])[CH2:7][S:8][C@H:3]12.[S:15]([CH:19]([C:23]1[CH:28]=[CH:27][CH:26]=[CH:25][CH:24]=1)[C:20](Cl)=[O:21])([OH:18])(=[O:17])=[O:16].C(=O)(O)[O-].[Na+]>CC(C)=O.O>[S:15]([CH:19]([C:23]1[CH:28]=[CH:27][CH:26]=[CH:25][CH:24]=1)[C:20]([NH:1][CH:2]1[C:13](=[O:14])[N:4]2[C:5]([C:10]([OH:12])=[O:11])=[C:6]([Cl:9])[CH2:7][S:8][C@H:3]12)=[O:21])([OH:18])(=[O:17])=[O:16] |f:2.3|. Procedure: The α-sulfo-acylamido-3-halo-cephem compounds of the Formula I wherein Q is a sulfo group (-SO3H) are prepared by following the acylation procedures employed for the preparation of α-sulfobenzylpenicillins described by U.S. Pat. No. 3,660,379 and in the J. Med. Chem., 15 (11), 11-5 (1972); ibid, p. 1108. For example, 7-amino-3-chloro-3-cephem-4-carboxylic acid is reacted with α-sulfophenylacetyl chloride in a mixture of acetone and water containing an excess of sodium bicarbonate to yield 7-(α-s... Reactants: OCC#CCO, COC(=O)C1N(S(=O)(=O)c2ccc(O)cc2)CCSC1(C)C. Reaction SMILES: [CH2:23]([C:24]#[C:25][CH2:26][OH:27])[OH:28].[OH:1][c:2]1[cH:3][cH:4][c:5]([S:8](=[O:9])(=[O:10])[N:11]2[CH:12]([C:19](=[O:20])[O:21][CH3:22])[C:13]([CH3:17])([CH3:18])[S:14][CH2:15][CH2:16]2)[cH:6][cH:7]1>>[O:1]([c:2]1[cH:3][cH:4][c:5]([S:8](=[O:9])(=[O:10])[N:11]2[CH:12]([C:19](=[O:20])[O:21][CH3:22])[C:13]([CH3:17])([CH3:18])[S:14][CH2:15][CH2:16]2)[cH:6][cH:7]1)[CH2:23][C:24]#[C:25][CH2:26][OH:27]. Yields the product COC(=O)C1N(S(=O)(=O)c2ccc(OCC#CCO)cc2)CCSC1(C)C.